From a dataset of the Open Reaction Database (ORD), a public repository of structured organic reaction records. describe an organic reaction: reactants, conditions, products, and yield The reactants are C1(=CC=CC=C1)NC(NN)=S (4-phenylthiosemicarbazide), Cl (HCl), ClCC(=O)CC(C)=O (3-chloroacetyl acetone). Run in O1CCCC1 (tetrahydrofuran). Run at time 12 hour. Product: N(C1=CC=CC=C1)C1=NNC(=C1C(C)=O)C (3-anilino-4-acetyl-5-methylpyrazole). Reaction SMILES: [C:1]1([NH:7][C:8](=S)[NH:9][NH2:10])[CH:6]=[CH:5][CH:4]=[CH:3][CH:2]=1.Cl.Cl[CH2:14][C:15]([CH2:17][C:18](=O)[CH3:19])=[O:16]>O1CCCC1>[NH:7]([C:8]1[C:17]([C:15](=[O:16])[CH3:14])=[C:18]([CH3:19])[NH:10][N:9]=1)[C:1]1[CH:6]=[CH:5][CH:4]=[CH:3][CH:2]=1. Procedure: 50 g of 4-phenylthiosemicarbazide is suspended in 300 ml of tetrahydrofuran and 0.5 ml of concentrated HCl is added. Then 40.4 g of 3-chloroacetyl acetone is allowed to run in all at once and the whole is cooled with an ice-bath. After 12 hours' stirring, the precipitate formed is suction filtered, washed with acetone and then boiled in a water/acetone mixture (1:1). This hot solution is filtered off from the sulfur and neutralized with aqueous ammonia solution. The product is then suction filte... Reactants: FC1=C(C=O)C=CC(=C1)I (2-fluoro-4-iodo-benzaldehyde), C[Mg]Cl (methylmagnesium chloride), [Cl-].[NH4+] (ammonium chloride). The solvent is O1CCCC1 (tetrahydrofuran), O1CCCC1 (tetrahydrofuran), C(C)(=O)OCC (ethyl acetate). Run at time 30 minute. The product is FC1=C(C=CC(=C1)I)C(C)O (1-(2-fluoro-4-iodo-phenyl)-ethanol). Yield: 84.0%. RXN SMILES: [F:1][C:2]1[CH:9]=[C:8]([I:10])[CH:7]=[CH:6][C:3]=1[CH:4]=[O:5].[CH3:11][Mg]Cl.[Cl-].[NH4+]>O1CCCC1.C(OCC)(=O)C>[F:1][C:2]1[CH:9]=[C:8]([I:10])[CH:7]=[CH:6][C:3]=1[CH:4]([OH:5])[CH3:11] |f:2.3|. Procedure details: To a solution of 2-fluoro-4-iodo-benzaldehyde (17.40 g, 69.60 mmol) in anhydrous tetrahydrofuran (300 mL) at −10° C. under an atmosphere of nitrogen was added 3.0 M methylmagnesium chloride in tetrahydrofuran (27.84 mL, 83.52 mmol) via syringe at such a rate as to maintain the temperature of the reaction mixture below 0° C. The reaction was stirred for 30 minutes while warming to room temperature. Saturated aqueous ammonium chloride solution was added and the mixture was diluted with ethyl aceta... Starting materials: FC1=C(C=C(C=C1)CCl)OC1=CC=CC=C1 (4-fluoro--3-phenoxyphenylmethyl chloride), C1(=CC=CC=C1)P(C1=CC=CC=C1)C1=CC=CC=C1 (triphenylphosphine). Solvent: O1CCCC1 (tetrahydrofuran). Yields the product [Cl-].FC1=C(C=C(C=C1)C[P+](C1=CC=CC=C1)(C1=CC=CC=C1)C1=CC=CC=C1)OC1=CC=CC=C1 (4-fluoro-3-phenoxyphenylmethyltriphenylphosphonium chloride). Yield: 60.1%. Reaction SMILES: [F:1][C:2]1[CH:7]=[CH:6][C:5]([CH2:8][Cl:9])=[CH:4][C:3]=1[O:10][C:11]1[CH:16]=[CH:15][CH:14]=[CH:13][CH:12]=1.[C:17]1([P:23]([C:30]2[CH:35]=[CH:34][CH:33]=[CH:32][CH:31]=2)[C:24]2[CH:29]=[CH:28][CH:27]=[CH:26][CH:25]=2)[CH:22]=[CH:21][CH:20]=[CH:19][CH:18]=1>O1CCCC1>[Cl-:9].[F:1][C:2]1[CH:7]=[CH:6][C:5]([CH2:8][P+:23]([C:24]2[CH:25]=[CH:26][CH:27]=[CH:28][CH:29]=2)([C:30]2[CH:35]=[CH:34][CH:33]=[CH:32][CH:31]=2)[C:17]2[CH:18]=[CH:19][CH:20]=[CH:21][CH:22]=2)=[CH:4][C:3]=1[O:10][C:11]1[CH:16]=[CH:15][CH:14]=[CH:13][CH:12]=1 |f:3.4|. Reported procedure: A solution of 11.8 grams (0.05 mole) of 4-fluoro--3-phenoxyphenylmethyl chloride and 13.1 grams (0.05 mole) of triphenylphosphine in 150 mL of dry tetrahydrofuran was stirred for 72 hours. After this time the reaction mixture was concentrated under reduced pressure to a residual solid. The residue was stirred with diethyl ether and filtered to collect the solid. The solid was washed repeatedly with diethyl ether and dried yielding 15.0 grams of 4-fluoro-3-phenoxyphenylmethyltriphenylphosphonium ... The reactants are C(CCC)OC1=C(C(=C(C=C1)C1(CCC2(OCCO2)CC1)O)F)F (8-(4-butoxy-2,3-difluorophenyl)-1,4-dioxaspiro[4.5]decan-8-ol), C1(=CC=C(C=C1)S(=O)(=O)O)C (p-toluenesulfonic acid). Run in C1(=CC=CC=C1)C (toluene). Conditions: temperature 30 celsius. Yields the product C(CCC)OC1=C(C(=C(C=C1)C1CCC2(OCCO2)CC1)F)F (8-(4-butoxy-2,3-difluorophenyl)-1,4-dioxaspiro[4.5]decane). Isolated yield 91.2%. As a reaction SMILES: [CH2:1]([O:5][C:6]1[CH:11]=[CH:10][C:9]([C:12]2(O)[CH2:21][CH2:20][C:15]3([O:19][CH2:18][CH2:17][O:16]3)[CH2:14][CH2:13]2)=[C:8]([F:23])[C:7]=1[F:24])[CH2:2][CH2:3][CH3:4].C1(C)C=CC(S(O)(=O)=O)=CC=1>C1(C)C=CC=CC=1>[CH2:1]([O:5][C:6]1[CH:11]=[CH:10][C:9]([CH:12]2[CH2:21][CH2:20][C:15]3([O:16][CH2:17][CH2:18][O:19]3)[CH2:14][CH2:13]2)=[C:8]([F:23])[C:7]=1[F:24])[CH2:2][CH2:3][CH3:4]. Procedure details: The compound (9) (55.0 g), p-toluenesulfonic acid (1.8 g) and toluene (300 ml) were mixed and the mixture was heated to reflux for 2 hours, while distilled water was removed. After the reaction mixture had been cooled to 30° C., water (500 ml) and toluene (900 ml) were added to the mixture and mixed with it. The mixture was then allowed to stand until it had separated into two phases of organic and aqueous phases, and the extraction into an organic phase was carried out. The resulting organic ph... The reactants are C(CCC)O (butanol), C(CCC)N(CCCC)CCCC (tributylamine), BrC1=CC(=C(C(=C1)C)/C=C/C1CCN(CC1)C(=O)OC(C)(C)C)C (tert-butyl 4-[(E)-2-(4-bromo-2,6-dimethylphenyl)vinyl]piperidine-1-carboxylate), dichlorobistriphenylphosphine palladium, dichlorobistriphenylphosphine palladium, C(CCC)O (butanol), C(CCC)N(CCCC)CCCC (tributylamine), O (Water). Conditions: temperature 100 celsius. Product: C(CCC)OC(=O)C1=CC(=C(C(=C1)C)/C=C/C1CCN(CC1)C(=O)OC(C)(C)C)C (tert-butyl 4-{(E)-2-[4-(butoxycarbonyl)-2,6-dimethylphenyl]vinyl}piperidine-1-carboxylate), C(CCC)N(C(=O)C1=CC(=C(C(=C1)C)/C=C/C1CCN(CC1)C(=O)OC(C)(C)C)C)CCCC (tert-butyl 4-((E)-2-{4-[(dibutylamino)carbonyl]-2,6-dimethylphenyl}vinyl)piperidine-1-carboxylate). RXN SMILES: [CH2:1]([OH:5])CCC.[CH2:6]([N:10]([CH2:15][CH2:16][CH2:17][CH3:18])[CH2:11]CCC)[CH2:7][CH2:8][CH3:9].Br[C:20]1[CH:25]=[C:24]([CH3:26])[C:23](/[CH:27]=[CH:28]/[CH:29]2[CH2:34][CH2:33][N:32]([C:35]([O:37][C:38]([CH3:41])([CH3:40])[CH3:39])=[O:36])[CH2:31][CH2:30]2)=[C:22]([CH3:42])[CH:21]=1.[OH2:43]>>[CH2:6]([O:43][C:1]([C:20]1[CH:25]=[C:24]([CH3:26])[C:23](/[CH:27]=[CH:28]/[CH:29]2[CH2:34][CH2:33][N:32]([C:35]([O:37][C:38]([CH3:41])([CH3:40])[CH3:39])=[O:36])[CH2:31][CH2:30]2)=[C:22]([CH3:42])[CH:21]=1)=[O:5])[CH2:7][CH2:8][CH3:9].[CH2:6]([N:10]([CH2:15][CH2:16][CH2:17][CH3:18])[C:11]([C:20]1[CH:25]=[C:24]([CH3:26])[C:23](/[CH:27]=[CH:28]/[CH:29]2[CH2:34][CH2:33][N:32]([C:35]([O:37][C:38]([CH3:41])([CH3:40])[CH3:39])=[O:36])[CH2:31][CH2:30]2)=[C:22]([CH3:42])[CH:21]=1)=[O:5])[CH2:7][CH2:8][CH3:9]. Reported procedure: Under carbon monoxide atmosphere, 120 μl of butanol and 265 μl of tributylamine were added to a mixture of 409 mg of tert-butyl 4-[(E)-2-(4-bromo-2,6-dimethylphenyl)vinyl]piperidine-1-carboxylate and 39 mg of dichlorobistriphenylphosphine palladium. The mixture was heated at 100° C. overnight with stirring. Then 87 mg of dichlorobistriphenylphosphine palladium, 120 μl of butanol and 265 μl of tributylamine were added to the reaction mixture and the mixture was heated at 120° C. overnight with st... The reactants are OC(C=1C=C(C#N)C=CC1)C1=NC(=NC=C1)SC (3-{hydroxy[2-(methylthio)pyrimidin-4-yl]methyl}benzonitrile), C1(=CC=CC=C1)P(C1=CC=CC=C1)C1=CC=CC=C1 (triphenylphophine), C(Cl)(Cl)(Cl)Cl (CCl4). Solvent: C(Cl)Cl (CH2Cl2). Conditions: time 4 hour. Yields the product ClC(C=1C=C(C#N)C=CC1)C1=NC(=NC=C1)SC (3-{chloro[2-(methylthio)pyrimidin-4-yl]methyl}benzonitrile). RXN SMILES: O[CH:2]([C:11]1[CH:16]=[CH:15][N:14]=[C:13]([S:17][CH3:18])[N:12]=1)[C:3]1[CH:4]=[C:5]([CH:8]=[CH:9][CH:10]=1)[C:6]#[N:7].C1(P(C2C=CC=CC=2)C2C=CC=CC=2)C=CC=CC=1.C(Cl)(Cl)(Cl)[Cl:39]>C(Cl)Cl>[Cl:39][CH:2]([C:11]1[CH:16]=[CH:15][N:14]=[C:13]([S:17][CH3:18])[N:12]=1)[C:3]1[CH:4]=[C:5]([CH:8]=[CH:9][CH:10]=1)[C:6]#[N:7]. Reported procedure: To the solution of 3-{hydroxy[2-(methylthio)pyrimidin-4-yl]methyl}benzonitrile (1.65 g, 6.41 mmol) in CCl4 (10 mL) and CH2Cl2(10 mL) was added triphenylphophine (2.36 g, 8.98 mmol) and stirred for 4 h. The mixture was concentrated and the residue was purified by silica gel chromatography (20% EtOAc in hexane) to give 3-{chloro[2-(methylthio)pyrimidin-4-yl]methyl}benzonitrile. 1H-NMR (500 MHz, CDCl3) δ 8.58 (d, 1H, J=5.1), 7.79 (s, 1H), 7.70 (d, 1H, J=8.1), 7.62 (d, 1H, J=7.8), 7.49 (t, 1H, J=7.8...